Dataset: the Open Reaction Database (ORD), a public repository of structured organic reaction records. Task: describe an organic reaction: reactants, conditions, products, and yield Reactants: N[C@@H]1CC[C@H](CC1)CC(=O)N[C@@H]1B(OC2=C(C1)C=CC=C2C(=O)O)O ((R)-3-(2-(trans-4-aminocyclohexyl)acetamido)-2-hydroxy-3,4-dihydro-2H-benzo[e][1,2]oxaborinine-8-carboxylic acid), N1C=NC=C1C=O (1H-imidazole-5-carbaldehyde). Yields the product N1C=NC=C1CN[C@@H]1CC[C@H](CC1)CC(=O)N[C@@H]1B(OC2=C(C1)C=CC=C2C(=O)O)O ((R)-3-(2-(trans-4-((1H-imidazol-5-yl)methylamino)cyclohexyl)acetamido)-2-hydroxy-3,4-dihydro-2H-benzo[e][1,2]oxaborinine-8-carboxylic acid). Reaction SMILES: [NH2:1][C@H:2]1[CH2:7][CH2:6][C@H:5]([CH2:8][C:9]([NH:11][C@H:12]2[CH2:17][C:16]3[CH:18]=[CH:19][CH:20]=[C:21]([C:22]([OH:24])=[O:23])[C:15]=3[O:14][B:13]2[OH:25])=[O:10])[CH2:4][CH2:3]1.[NH:26]1[C:30]([CH:31]=O)=[CH:29][N:28]=[CH:27]1>>[NH:26]1[C:30]([CH2:31][NH:1][C@H:2]2[CH2:7][CH2:6][C@H:5]([CH2:8][C:9]([NH:11][C@H:12]3[CH2:17][C:16]4[CH:18]=[CH:19][CH:20]=[C:21]([C:22]([OH:24])=[O:23])[C:15]=4[O:14][B:13]3[OH:25])=[O:10])[CH2:4][CH2:3]2)=[CH:29][N:28]=[CH:27]1. Reported procedure: Prepared from (R)-3-(2-(trans-4-aminocyclohexyl)acetamido)-2-hydroxy-3,4-dihydro-2H-benzo[e][1,2]oxaborinine-8-carboxylic acid (Example 6) and 1H-imidazole-5-carbaldehyde following the procedure in Example 27. The product was purified using reverse phase HPLC to afford the titled compound. ESI-MS m/z 427 (MH)+. Reactants: Clc1ccc(-c2nc(Sc3cccs3)[nH]c2-c2ccc(Cl)cc2)cc1, ClCCl, O=C(OO)c1cccc(Cl)c1. Product: O=S(c1nc(-c2ccc(Cl)cc2)c(-c2ccc(Cl)cc2)[nH]1)c1cccs1. RXN SMILES: [Cl:12][c:13]1[cH:14][cH:15][c:16](-[c:19]2[n:20][c:21]([S:31][c:32]3[s:33][cH:34][cH:35][cH:36]3)[nH:22][c:23]2-[c:24]2[cH:25][cH:26][c:27]([Cl:30])[cH:28][cH:29]2)[cH:17][cH:18]1.[Cl:37][CH2:38][Cl:39].[OH:1][O:2][C:3]([c:4]1[cH:5][c:6]([Cl:7])[cH:8][cH:9][cH:10]1)=[O:11]>>[O:1]=[S:31]([c:21]1[n:20][c:19](-[c:16]2[cH:15][cH:14][c:13]([Cl:12])[cH:18][cH:17]2)[c:23](-[c:24]2[cH:25][cH:26][c:27]([Cl:30])[cH:28][cH:29]2)[nH:22]1)[c:32]1[s:33][cH:34][cH:35][cH:36]1. Reactants: C1COCCOCCOCCOCCOCCO1 (18-crown-6), CC(C)([O-])C.[K+] (Potassium tert. butoxide), C(C(=C)C)(=O)O (methacrylic acid), C(OCC)(OCCCl)=O (Ethyl chloroethyl carbonate). Procedure: Potassium tert. butoxide (3.70 g, 0.033 mol ) was added to a solution of methacrylic acid (2.84 g, 0.033 mol) in DMF (100 ml). Ethyl chloroethyl carbonate (5.08 g, 0.033 mol) from Example 1q(i) above was added to the resulting suspension. 18-crown-6 (0.61 g, 2.3 mmol) was then added and the reaction mixture was left with stirring at room temperature for 3 days. The reaction mixture was filtered and the solvent was removed under reduced pressure. The residue was dissolved in chloroform (100 ml) a... Reaction SMILES: CC(C)([O-])C.[K+].[C:7]([OH:12])(=[O:11])[C:8]([CH3:10])=[CH2:9].[C:13](=[O:21])([O:17][CH2:18][CH2:19]Cl)[O:14][CH2:15][CH3:16].C1OCCOCCOCCOCCOCCOC1>CN(C=O)C>[C:13](=[O:21])([O:17][CH:18]([O:11][C:7](=[O:12])[C:8]([CH3:10])=[CH2:9])[CH3:19])[O:14][CH2:15][CH3:16] |f:0.1|. Solvent: CN(C)C=O (DMF). The yield is 37.5%. The product is C(OCC)(OC(C)OC(C(=C)C)=O)=O (Ethyl 1-methacryloyloxyethyl carbonate). Conditions: time 3 day. The reactants are O=C([O-])[O-], CN(C)CC(=O)O, CS(C)=O, CCOC(C)=O, [Cs+], [Cs+], FC(F)(F)c1n[nH]c2c1CCCC2, N#Cc1ccc(I)cc1. Product: N#Cc1ccc(-n2nc(C(F)(F)F)c3c2CCCC3)cc1. As a reaction SMILES: [C:30](=[O:31])([O-:32])[O-:33].[CH3:23][N:24]([CH2:25][C:26](=[O:27])[OH:28])[CH3:29].[CH3:36][S:37]([CH3:38])=[O:39].[CH3:40][CH2:41][O:42][C:43](=[O:44])[CH3:45].[Cs+:34].[Cs+:35].[F:10][C:11]([c:12]1[n:13][nH:14][c:15]2[c:20]1[CH2:19][CH2:18][CH2:17][CH2:16]2)([F:21])[F:22].[I:1][c:2]1[cH:3][cH:4][c:5]([C:6]#[N:7])[cH:8][cH:9]1>>[c:2]1(-[n:14]2[n:13][c:12]([C:11]([F:10])([F:21])[F:22])[c:20]3[c:15]2[CH2:16][CH2:17][CH2:18][CH2:19]3)[cH:3][cH:4][c:5]([C:6]#[N:7])[cH:8][cH:9]1. Starting materials: BrC1=CC(=C(C=C1)C)F (4-bromo-2-fluorotoluene), FC(C=1C=CC(=NC1)CCN)(F)F (2-(5-trifluoromethyl-pyridin-2-yl)-ethylamine). Product: FC=1C=C(C=CC1C)NCCC1=NC=C(C=C1)C(F)(F)F ((3-fluoro-4-methyl-phenyl)-[2-(5-trifluoromethyl-pyridin-2-yl)-ethyl]-amine). As a reaction SMILES: Br[C:2]1[CH:7]=[CH:6][C:5]([CH3:8])=[C:4]([F:9])[CH:3]=1.[F:10][C:11]([F:22])([F:21])[C:12]1[CH:13]=[CH:14][C:15]([CH2:18][CH2:19][NH2:20])=[N:16][CH:17]=1>>[F:9][C:4]1[CH:3]=[C:2]([NH:20][CH2:19][CH2:18][C:15]2[CH:14]=[CH:13][C:12]([C:11]([F:22])([F:10])[F:21])=[CH:17][N:16]=2)[CH:7]=[CH:6][C:5]=1[CH3:8]. Procedure: In analogy to the procedure described for the synthesis example 71 (step 1), the title compound (3-fluoro-4-methyl-phenyl)-[2-(5-trifluoromethyl-pyridin-2-yl)-ethyl]-amine (MS m/e: 299.3 [M+H]+) was prepared from 4-bromo-2-fluorotoluene instead of 6-bromo-2,3-dihydro-benzofuran and 2-(5-trifluoromethyl-pyridin-2-yl)-ethylamine instead of 2-(6-trifluoromethyl-pyridin-3-yl)-ethylamine. The reactants are CN(C1=CC=C(C=O)C=C1)C (4-dimethylaminobenzaldehyde), C(C)(C)C1=CC=C(N)C=C1 (4-isopropylaniline), 4A. Solvent: C1(=CC=CC=C1)C (toluene). Run at time 1 day. Product: CN(C1=CC=C(C=C1)CNC1=CC=C(C=C1)C(C)C)C ((4-dimethylaminophenylmethyl)(4-isopropylphenyl)amine). Yield: 68.7%. As a reaction SMILES: [CH3:1][N:2]([CH3:11])[C:3]1[CH:10]=[CH:9][C:6]([CH:7]=O)=[CH:5][CH:4]=1.[CH:12]([C:15]1[CH:21]=[CH:20][C:18]([NH2:19])=[CH:17][CH:16]=1)([CH3:14])[CH3:13]>C1(C)C=CC=CC=1>[CH3:1][N:2]([CH3:11])[C:3]1[CH:10]=[CH:9][C:6]([CH2:7][NH:19][C:18]2[CH:20]=[CH:21][C:15]([CH:12]([CH3:14])[CH3:13])=[CH:16][CH:17]=2)=[CH:5][CH:4]=1. Reported procedure: To a solution of 4-dimethylaminobenzaldehyde (11 g) in toluene (200 mL) were added 4-isopropylaniline (10 g) and molecular sieves 4A (20 g) under ice-cooling, and the mixture was stirred at room temperature for one day. The molecular sieves 4A was filtered off from the reaction mixture, and the obtained filtrate was concentrated under reduced pressure. The residue was dissolved in methanol (200 mL) and sodium borohydride (2.3 g) was added under ice-cooling. The mixture was stirred at room temper... The reactants are BrC1=CC=NC2=CC3=C(C=C12)C=CC=C3 (4-bromobenzo[g]quinoline), C1CCN(CC1)C2=CC=C(C=C2)N (4-(I-piperidino)aniline), Pd2(dbba)3, CC(C)([O-])C.[Na+] (sodium t-butoxide). The reagents and catalysts are C=1C=CC(=CC1)/C=C/C(=O)/C=C/C2=CC=CC=C2.C=1C=CC(=CC1)/C=C/C(=O)/C=C/C2=CC=CC=C2.C=1C=CC(=CC1)/C=C/C(=O)/C=C/C2=CC=CC=C2.[Pd].[Pd] (tris(dibenzylideneacetone)dipalladium), C1(=CC=CC=C1)P([C-]1C=CC=C1)C1=CC=CC=C1.[C-]1(C=CC=C1)P(C1=CC=CC=C1)C1=CC=CC=C1.[Fe+2] (1,1′-bis(diphenylphosphino)ferrocene). Run in C1(=CC=CC=C1)C (toluene). Yields the product N1(CCCCC1)C1=CC=C(C=C1)NC1=CC=NC2=CC3=C(C=C12)C=CC=C3 (N-[4-(1-piperidinyl)phenyl]benzo[g]quinolin-4-amine). Isolated yield 77.5%. RXN SMILES: Br[C:2]1[C:11]2[C:6](=[CH:7][C:8]3[CH:15]=[CH:14][CH:13]=[CH:12][C:9]=3[CH:10]=2)[N:5]=[CH:4][CH:3]=1.[CH2:16]1[CH2:21][CH2:20][N:19]([C:22]2[CH:27]=[CH:26][C:25]([NH2:28])=[CH:24][CH:23]=2)[CH2:18][CH2:17]1.CC(C)([O-])C.[Na+]>C1(C)C=CC=CC=1.C1C=CC(/C=C/C(/C=C/C2C=CC=CC=2)=O)=CC=1.C1C=CC(/C=C/C(/C=C/C2C=CC=CC=2)=O)=CC=1.C1C=CC(/C=C/C(/C=C/C2C=CC=CC=2)=O)=CC=1.[Pd].[Pd].C1(P(C2C=CC=CC=2)[C-]2C=CC=C2)C=CC=CC=1.[C-]1(P(C2C=CC=CC=2)C2C=CC=CC=2)C=CC=C1.[Fe+2]>[N:19]1([C:22]2[CH:23]=[CH:24][C:25]([NH:28][C:2]3[C:11]4[C:6](=[CH:7][C:8]5[CH:15]=[CH:14][CH:13]=[CH:12][C:9]=5[CH:10]=4)[N:5]=[CH:4][CH:3]=3)=[CH:26][CH:27]=2)[CH2:20][CH2:21][CH2:16][CH2:17][CH2:18]1 |f:2.3,5.6.7.8.9,10.11.12|. Procedure details: 4-Bromobenzo[g]quinoline (7a) (140 mg, 0.54 mmol), 4-(I-piperidino)aniline (115 mg, 1.2 equivalents), tris(dibenzylideneacetone)dipalladium (Pd2(dbba)3, (10 mg, 0.02 equivalents), 1,1′-bis(diphenylphosphino)ferrocene (DPPF, 12 mg, 0.04 equivalents) and sodium t-butoxide (73 mg, 1.4 equiv) in 5 mL of dry toluene were refluxed under a nitrogen atmosphere until observed complete by TLC (approximately 1 h). The mixture was concentrated in vacuo and purification by flash chromatography (gradient: 5 5... The reactants are BrC=1C=C2C(=NC1)C=CN2OC(C)C2=C(C(=CC=C2Cl)F)Cl (6-bromo-1-[1-(2,6-dichloro-3-fluorophenyl)ethoxy]-1H-pyrrolo[3,2-b]pyridine), NC=1C=C(C=CC1)B(O)O ((3-aminophenyl)boronic acid). The product is ClC1=C(C(=CC=C1F)Cl)C(C)ON1C=CC2=NC=C(C=C21)C=2C=C(N)C=CC2 (3-{1-[1-(2,6-dichloro-3-fluorophenyl)ethoxy]-1H-pyrrolo[3,2-b]pyridin-6-yl}aniline). RXN SMILES: Br[C:2]1[CH:3]=[C:4]2[N:10]([O:11][CH:12]([C:14]3[C:19]([Cl:20])=[CH:18][CH:17]=[C:16]([F:21])[C:15]=3[Cl:22])[CH3:13])[CH:9]=[CH:8][C:5]2=[N:6][CH:7]=1.[NH2:23][C:24]1[CH:25]=[C:26](B(O)O)[CH:27]=[CH:28][CH:29]=1>>[Cl:22][C:15]1[C:16]([F:21])=[CH:17][CH:18]=[C:19]([Cl:20])[C:14]=1[CH:12]([O:11][N:10]1[C:4]2[C:5](=[N:6][CH:7]=[C:2]([C:28]3[CH:29]=[C:24]([CH:25]=[CH:26][CH:27]=3)[NH2:23])[CH:3]=2)[CH:8]=[CH:9]1)[CH3:13]. Reported procedure: The entitled compound was prepared from 6-bromo-1-[1-(2,6-dichloro-3-fluorophenyl)ethoxy]-1H-pyrrolo[3,2-b]pyridine and (3-aminophenyl)boronic acid according to the procedure described in example 4. The reactants are CC[SiH](CC)CC, ClCCl, O=C(O)C(F)(F)F, CSc1ncc(C(O)c2cn(S(=O)(=O)c3ccccc3)c3ncc(Cl)cc23)cn1. Yields the product CSc1ncc(Cc2cn(S(=O)(=O)c3ccccc3)c3ncc(Cl)cc23)cn1. Reaction SMILES: [CH2:30]([SiH:31]([CH2:32][CH3:33])[CH2:34][CH3:35])[CH3:36].[Cl:44][CH2:45][Cl:46].[OH:37][C:38]([C:39]([F:40])([F:41])[F:42])=[O:43].[c:1]1([S:7](=[O:8])(=[O:9])[n:10]2[cH:11][c:12]([CH:20]([OH:21])[c:22]3[cH:23][n:24][c:25]([S:28][CH3:29])[n:26][cH:27]3)[c:13]3[c:14]2[n:15][cH:16][c:17]([Cl:19])[cH:18]3)[cH:2][cH:3][cH:4][cH:5][cH:6]1>>[c:1]1([S:7](=[O:8])(=[O:9])[n:10]2[cH:11][c:12]([CH2:20][c:22]3[cH:23][n:24][c:25]([S:28][CH3:29])[n:26][cH:27]3)[c:13]3[c:14]2[n:15][cH:16][c:17]([Cl:19])[cH:18]3)[cH:2][cH:3][cH:4][cH:5][cH:6]1.